From a dataset of the Open Reaction Database (ORD), a public repository of structured organic reaction records. describe an organic reaction: reactants, conditions, products, and yield Starting materials: COP(=O)(Cc1ccc(S(=O)(=O)c2ccccc2)cc1)OC, O=Cc1ccccc1F. The product is O=S(=O)(c1ccccc1)c1ccc(C=Cc2ccccc2F)cc1. As a reaction SMILES: [CH3:1][O:2][P:3](=[O:4])([O:5][CH3:6])[CH2:7][c:8]1[cH:9][cH:10][c:11]([S:14](=[O:15])(=[O:16])[c:17]2[cH:18][cH:19][cH:20][cH:21][cH:22]2)[cH:12][cH:13]1.[F:23][c:24]1[c:25]([CH:26]=[O:27])[cH:28][cH:29][cH:30][cH:31]1>>[CH:7]([c:8]1[cH:9][cH:10][c:11]([S:14](=[O:15])(=[O:16])[c:17]2[cH:18][cH:19][cH:20][cH:21][cH:22]2)[cH:12][cH:13]1)=[CH:26][c:25]1[c:24]([F:23])[cH:31][cH:30][cH:29][cH:28]1. The reactants are [Si](C)(C)(C(C)(C)C)N1C(CC1=O)CC=CC(=O)OCC1=CC=CC=C1 (benzyl 4-[(2RS)-1-(tert-butyldimethylsilyl)-4-oxoazetidin-2-yl]but-2-enoate), Cl (hydrochloric acid), C([O-])(O)=O.[Na+] (sodium bicarbonate). The solvent is CO (methanol). Run at time 2.5 hour. The product is O=C1CC(N1)CC=CC(=O)OCC1=CC=CC=C1 (benzyl 4-[(2RS)-4-oxoazetidin-2-yl]but-2-enoate). Yield: 97.7%. RXN SMILES: [Si]([N:8]1[C:11](=[O:12])[CH2:10][CH:9]1[CH2:13][CH:14]=[CH:15][C:16]([O:18][CH2:19][C:20]1[CH:25]=[CH:24][CH:23]=[CH:22][CH:21]=1)=[O:17])(C(C)(C)C)(C)C.Cl.C(=O)(O)[O-].[Na+]>CO>[O:12]=[C:11]1[NH:8][CH:9]([CH2:13][CH:14]=[CH:15][C:16]([O:18][CH2:19][C:20]2[CH:21]=[CH:22][CH:23]=[CH:24][CH:25]=2)=[O:17])[CH2:10]1 |f:2.3|. Procedure: To a solution of benzyl 4-[(2RS)-1-(tert-butyldimethylsilyl)-4-oxoazetidin-2-yl]but-2-enoate (45 mg) in methanol was added 1 N hydrochloric acid (0.1 ml) at 0°. After stirring at room temperature for 2.5 hours, the reaction mixture was neutrallized to pH 7 with saturated aqueous sodium bicarbonate. The resultant solution was concentrated, taken up into ethyl acetate (15 ml), and washed in turn with water and brine. Drying over magnesium sulfate and removal of the solvent left an oil, which was c...